This data is from the Open Reaction Database (ORD), a public repository of structured organic reaction records. The task is: describe an organic reaction: reactants, conditions, products, and yield RXN SMILES: [C:1](#[CH:2])[CH:3]([CH2:4][CH2:5][CH3:6])[O:7][c:8]1[cH:9][c:10]2[c:15]([c:16]([F:19])[c:17]1[F:18])[O:14][CH:13]([CH2:20][CH2:21][CH2:22][CH2:23][CH3:24])[CH2:12][CH2:11]2.[C:36]([O:37][CH3:38])([CH3:39])([CH3:40])[CH3:41].[CH2:25]([N:26]([CH2:27][CH3:28])[c:29]1[cH:30][cH:31][cH:32][cH:33][cH:34]1)[CH3:35]>>[CH:1]1=[CH:2][c:9]2[c:8]([c:17]([F:18])[c:16]([F:19])[c:15]3[c:10]2[CH2:11][CH2:12][CH:13]([CH2:20][CH2:21][CH2:22][CH2:23][CH3:24])[O:14]3)[O:7][CH:3]1[CH2:4][CH2:5][CH3:6]. Starting materials: C#CC(CCC)Oc1cc2c(c(F)c1F)OC(CCCCC)CC2, COC(C)(C)C, CCN(CC)c1ccccc1. Product: CCCCCC1CCc2c3c(c(F)c(F)c2O1)OC(CCC)C=C3. Reactants: CC(C#CC=1C=NC=CC1)(OC1=CC=C(C#N)C=C1)C (4-[1,1-dimethyl-3-(3-pyridyl)-2-propynyloxy]benzonitrile). Run in ClC1=C(C=CC=C1)Cl (1,2-dichlorobenzene). Yields the product CC1(OC2=C(C(=C1)C=1C=NC=CC1)C=C(C=C2)C#N)C (2,2-dimethyl-4-(3-pyridyl)-2H-1-benzopyran-6-carbonitrile). The yield is 56.8%. Reaction SMILES: [CH3:1][C:2]([CH3:20])([O:11][C:12]1[CH:19]=[CH:18][C:15]([C:16]#[N:17])=[CH:14][CH:13]=1)[C:3]#[C:4][C:5]1[CH:6]=[N:7][CH:8]=[CH:9][CH:10]=1>ClC1C=CC=CC=1Cl>[CH3:1][C:2]1([CH3:20])[CH:3]=[C:4]([C:5]2[CH:6]=[N:7][CH:8]=[CH:9][CH:10]=2)[C:19]2[CH:18]=[C:15]([C:16]#[N:17])[CH:14]=[CH:13][C:12]=2[O:11]1. Reported procedure: 11.8 g of 4-[1,1-dimethyl-3-(3-pyridyl)-2-propynyloxy]benzonitrile were heated at reflux in 75 ml of 1,2-dichlorobenzene for 3.5 hours. The reaction mixture was allowed to cool to room temperature and was then evaporated. The residue was chromatographed on silica gel using ethyl acetate for the elution. After recrystallization from cyclohexane there were obtained 6.7 g of 2,2-dimethyl-4-(3-pyridyl)-2H-1-benzopyran-6-carbonitrile of melting point 98°-99° C.